This data is from the Open Reaction Database (ORD), a public repository of structured organic reaction records. The task is: describe an organic reaction: reactants, conditions, products, and yield Reactants: amine, C(=O)(NC1CCCCC1)NC1CCCCC1 (dicyclohexylurea), C(=O)(NC1CCCCC1)NC1CCCCC1 (DCU). Run in O (water). The product is C1CCC(CC1)N=C=NC2CCCCC2 (DCC). Reaction SMILES: [C:1]([NH:10][CH:11]1[CH2:16][CH2:15][CH2:14][CH2:13][CH2:12]1)([NH:3][CH:4]1[CH2:9][CH2:8][CH2:7][CH2:6][CH2:5]1)=O>O>[CH2:14]1[CH2:13][CH2:12][CH:11]([N:10]=[C:1]=[N:3][CH:4]2[CH2:9][CH2:8][CH2:7][CH2:6][CH2:5]2)[CH2:16][CH2:15]1. Reported procedure: The reaction is conducted at a temperature between -20° C. and 30° C. for 30 minutes to 5 hours. If necessary, it is further continued for 2 hours-20 hours at room temperature. If it is difficult to add the gaseous or liquid amine in an accurately equimolar amount based on the compound (II), the compound (II) and DCC are, in advance, reacted with each other in the aforesaid solvent, followed by adding thereto the amine to obtain the desired compound (I) in good yield. When the reactants are carr... Starting materials: CCO, Nc1ccc(NNC=O)cc1, S=C=NCc1ccccc1. The product is O=CNNc1ccc(NC(=S)NCc2ccccc2)cc1. Reaction SMILES: [CH3:22][CH2:23][OH:24].[CH:1](=[O:2])[NH:3][NH:4][c:5]1[cH:6][cH:7][c:8]([NH2:11])[cH:9][cH:10]1.[S:12]=[C:13]=[N:14][CH2:15][c:16]1[cH:17][cH:18][cH:19][cH:20][cH:21]1>>[CH:1](=[O:2])[NH:3][NH:4][c:5]1[cH:6][cH:7][c:8]([NH:11][C:13](=[S:12])[NH:14][CH2:15][c:16]2[cH:17][cH:18][cH:19][cH:20][cH:21]2)[cH:9][cH:10]1. Reactants: Br, CC(=O)O, O=C(OCC(Cl)(Cl)Cl)N1C2CCC1CC(Sc1ccc(F)cc1)C2, [Na+], [OH-]. RXN SMILES: [BrH:25].[CH3:28][C:29](=[O:30])[OH:31].[F:1][c:2]1[cH:3][cH:4][c:5]([S:8][CH:9]2[CH2:10][CH:11]3[CH2:12][CH2:13][CH:14]([CH2:15]2)[N:16]3[C:17]([O:18][CH2:19][C:20]([Cl:21])([Cl:22])[Cl:23])=[O:24])[cH:6][cH:7]1.[Na+:27].[OH-:26]>>[F:1][c:2]1[cH:3][cH:4][c:5]([S:8][CH:9]2[CH2:10][CH:11]3[CH2:12][CH2:13][CH:14]([CH2:15]2)[NH:16]3)[cH:6][cH:7]1. Yields the product Fc1ccc(SC2CC3CCC(C2)N3)cc1. Procedure: 86 mg of the 7-methyl-2-phenyl[1,3]oxazolo[4,5-b]pyridine [159-1] was dissolved in a mixture solvent of 4 mL of tetrahydrofuran and 4 mL of ethanol, 1.64 mL of an aqueous solution of sodium hydroxide 33% was added thereto, and heated overnight under reflux. After cooling back to room temperature, the reaction solution was concentrated under reduced pressure. To the obtained residue, 5 mL of dichloromethane and 3.4 mL of an aqueous solution of sodium hydroxide 33% were added and stirred. Thereto,... The solvent is O1CCCC1 (tetrahydrofuran), C(C)O (ethanol), aqueous solution, [OH-].[Na+] (sodium hydroxide). The reactants are CC1=C2C(=NC=C1)N=C(O2)C2=CC=CC=C2 (7-methyl-2-phenyl[1,3]oxazolo[4,5-b]pyridine). Yields the product COC=1C(=NC=CC1C)N (3-methoxy-4-methylpyridin-2-amine). Yield: 7.4%. RXN SMILES: [CH3:1][C:2]1[CH:7]=[CH:6][N:5]=[C:4]2[N:8]=[C:9](C3C=CC=CC=3)[O:10][C:3]=12>O1CCCC1.C(O)C.[OH-].[Na+]>[CH3:9][O:10][C:3]1[C:4]([NH2:8])=[N:5][CH:6]=[CH:7][C:2]=1[CH3:1] |f:3.4|. The reactants are C(C)(C)(C)OC(=O)N1CC2=CC(=C(C=C2C1)Cl)S(=O)(=O)CC (5-chloro-6-ethanesulfonyl-1,3-dihydro-isoindole-2-carboxylic acid tert-butyl ester), {35Cl}M H+, Cl (HCl), {37Cl}M H+. Product: Cl.ClC=1C=C2CNCC2=CC1S(=O)(=O)CC (5-Chloro-6-ethanesulfonyl-2,3-dihydro-1H-isoindole hydrochloride). As a reaction SMILES: C(OC([N:8]1[CH2:16][C:15]2[C:10](=[CH:11][C:12]([S:18]([CH2:21][CH3:22])(=[O:20])=[O:19])=[C:13]([Cl:17])[CH:14]=2)[CH2:9]1)=O)(C)(C)C.Cl>>[ClH:17].[Cl:17][C:13]1[CH:14]=[C:15]2[C:10](=[CH:11][C:12]=1[S:18]([CH2:21][CH3:22])(=[O:19])=[O:20])[CH2:9][NH:8][CH2:16]2 |f:2.3|. Procedure details: Prepared in analogy to Example A3(e) from 5-chloro-6-ethanesulfonyl-1,3-dihydro-isoindole-2-carboxylic acid tert-butyl ester and HCl. Grey solid. MS (m/e): 248.1 ({37Cl}M+H+, 30%), 246.2 ({35Cl}M+H+, 100%). Starting materials: CN(C)C=O, CCN(C(C)C)C(C)C, O=C(Cl)C(=O)Cl, ClCCl, O=C(O)c1cccc(F)n1, CC(C)(C)OC(=O)NN. The product is CC(C)(C)OC(=O)NNC(=O)c1cccc(F)n1. RXN SMILES: [CH3:38][N:39]([CH3:40])[CH:41]=[O:42].[CH:26]([N:27]([CH2:28][CH3:29])[CH:30]([CH3:31])[CH3:32])([CH3:33])[CH3:34].[Cl:11][C:12]([C:13]([Cl:14])=[O:15])=[O:16].[Cl:35][CH2:36][Cl:37].[F:1][c:2]1[cH:3][cH:4][cH:5][c:6]([C:8](=[O:9])[OH:10])[n:7]1.[NH:17]([NH2:18])[C:19](=[O:20])[O:21][C:22]([CH3:23])([CH3:24])[CH3:25]>>[F:1][c:2]1[cH:3][cH:4][cH:5][c:6]([C:8](=[O:10])[NH:18][NH:17][C:19](=[O:20])[O:21][C:22]([CH3:23])([CH3:24])[CH3:25])[n:7]1. As a reaction SMILES: [CH3:1][C:2]1[O:6][C:5]([C:7]2[CH:12]=[CH:11][CH:10]=[CH:9][CH:8]=2)=[N:4][C:3]=1[CH2:13][O:14][C:15]1[CH:30]=[CH:29][C:18]([CH2:19][O:20][C:21]2[C:26]([CH:27]=[O:28])=[CH:25][CH:24]=[CH:23][N:22]=2)=[CH:17][CH:16]=1.C(O)C.O1CCCC1.[BH4-].[Na+]>O>[CH3:1][C:2]1[O:6][C:5]([C:7]2[CH:8]=[CH:9][CH:10]=[CH:11][CH:12]=2)=[N:4][C:3]=1[CH2:13][O:14][C:15]1[CH:30]=[CH:29][C:18]([CH2:19][O:20][C:21]2[C:26]([CH2:27][OH:28])=[CH:25][CH:24]=[CH:23][N:22]=2)=[CH:17][CH:16]=1 |f:3.4|. Conditions: time 1 hour. Procedure: To a mixture of 2-[4-[(5-methyl-2-phenyl-4-oxazolyl)methoxy]benzyloxy]-3-pyridinecarbaldehyde (0.40 g), ethanol (10 mL) and tetrahydrofuran (10 mL) was added sodium borohydride (0.04 g) at 0° C., and the mixture was stirred at room temperature for 1 hr. Water was added to the reaction mixture, and the precipitated solid was collected by filtration, and dried with air to give crystals (0.35 g, 88%) of [2-[4-[(5-methyl-2-phenyl-4-oxazolyl)methoxy]benzyloxy]-3-pyridyl]methanol. Recrystallization fr... Starting materials: CC1=C(N=C(O1)C1=CC=CC=C1)COC1=CC=C(COC2=NC=CC=C2C=O)C=C1 (2-[4-[(5-methyl-2-phenyl-4-oxazolyl)methoxy]benzyloxy]-3-pyridinecarbaldehyde), C(C)O (ethanol), O1CCCC1 (tetrahydrofuran), [BH4-].[Na+] (sodium borohydride). Yields the product CC1=C(N=C(O1)C1=CC=CC=C1)COC1=CC=C(COC2=NC=CC=C2CO)C=C1 ([2-[4-[(5-methyl-2-phenyl-4-oxazolyl)methoxy]benzyloxy]-3-pyridyl]methanol). Isolated yield 87.1%. The solvent is O (Water). Starting materials: O.C1(=CC(O)=CC(C)=C1)O (Orcinol hydrate), CN1C(CCCC1)=O (N-methylpiperidone), Cl (HCl). The solvent is C(C)(=O)O (acetic acid). The product is CN1CCC(C=C1)C1=C(O)C=C(C=C1O)C (2-(N-Methyl-1,2,3,4-tetrahydro-4-pyridyl)-5-(methyl) resorcinol). Isolated yield 30.1%. RXN SMILES: O.[C:2]1([OH:10])[CH:9]=[C:7]([CH3:8])[CH:6]=[C:4]([OH:5])[CH:3]=1.[CH3:11][N:12]1[CH2:17][CH2:16][CH2:15][CH2:14][C:13]1=O.Cl>C(O)(=O)C>[CH3:11][N:12]1[CH:13]=[CH:14][CH:15]([C:3]2[C:2]([OH:10])=[CH:9][C:7]([CH3:8])=[CH:6][C:4]=2[OH:5])[CH2:16][CH2:17]1 |f:0.1|. Procedure: Orcinol hydrate (15 g) and N-methylpiperidone (11.0 g) were dissolved in 30 ml acetic acid and treated with HCl gas as described in Example VI giving 6.42 g of product, m.p. 241°-243°. Yields the product C(C1=CC=CC=C1)OC(=O)NCC(=O)NCCCCCCO (N-(benzyloxycarbonylglycyl)-6-amino-1-hexanol). As a reaction SMILES: [CH2:1]([O:8][C:9]([NH:11][CH2:12][C:13]([OH:15])=O)=[O:10])[C:2]1[CH:7]=[CH:6][CH:5]=[CH:4][CH:3]=1.[NH2:16][CH2:17][CH2:18][CH2:19][CH2:20][CH2:21][CH2:22][OH:23].O>O1CCCC1.CO>[CH2:1]([O:8][C:9]([NH:11][CH2:12][C:13]([NH:16][CH2:17][CH2:18][CH2:19][CH2:20][CH2:21][CH2:22][OH:23])=[O:15])=[O:10])[C:2]1[CH:3]=[CH:4][CH:5]=[CH:6][CH:7]=1. Conditions: temperature 23 celsius, time 12 hour. The solvent is O1CCCC1 (tetrahydrofuran), CO (methanol), O1CCCC1 (tetrahydrofuran). Procedure details: A solution of 31.5 g of the N-hydroxysuccinimide ester of N-benzyloxycarbonylglycine [J. Am. Chem. Soc., 86, 1839, (1964)] in 100 ml of tetrahydrofuran is reacted dropwise with 12 g of 6-amino-1-hexanol in 50 ml of 50% methanol in tetrahydrofuran. The reaction is stirred for 12 hours at 23° C. and poured into water. The resulting precipitate is washed thoroughly with water, filtered, and dried to provide crude N-(benzyloxycarbonylglycyl)-6-amino-1-hexanol. The pure compound recrystallized from e... The reactants are O (water), N-hydroxysuccinimide ester, C(C1=CC=CC=C1)OC(=O)NCC(=O)O (N-benzyloxycarbonylglycine), NCCCCCCO (6-amino-1-hexanol).